Task: describe an organic reaction: reactants, conditions, products, and yield. Dataset: the Open Reaction Database (ORD), a public repository of structured organic reaction records The reactants are COC(=O)C1=CC=C2C(=CNC2=C1)CC1=CC(=CC=C1)OCC1=NC2=CC=CC=C2C=C1 (3-[3-(Quinolin-2-ylmethoxy)benzyl]indole-6-carboxylic acid methyl ester), CN1C=C(C2=CC=C(C=C12)C(=O)O)CC1=CC=C(C=C1)OCC1=NC2=CC=CC=C2C=C1 (1-Methyl-3-[4-(quinolin-2-ylmethoxy)benzyl]indole-6-carboxylic acid). The product is N1=C(C=CC2=CC=CC=C12)COC=1C=C(CC2=CNC3=CC(=CC=C23)C(=O)O)C=CC1 (3-[3-(Quinolin-2-ylmethoxy)benzyl]indole-6-carboxylic acid). As a reaction SMILES: C[O:2][C:3]([C:5]1[CH:13]=[C:12]2[C:8]([C:9]([CH2:14][C:15]3[CH:20]=[CH:19][CH:18]=[C:17]([O:21][CH2:22][C:23]4[CH:32]=[CH:31][C:30]5[C:25](=[CH:26][CH:27]=[CH:28][CH:29]=5)[N:24]=4)[CH:16]=3)=[CH:10][NH:11]2)=[CH:7][CH:6]=1)=[O:4].CN1C2C(=CC=C(C(O)=O)C=2)C(CC2C=CC(OCC3C=CC4C(=CC=CC=4)N=3)=CC=2)=C1>>[N:24]1[C:25]2[C:30](=[CH:29][CH:28]=[CH:27][CH:26]=2)[CH:31]=[CH:32][C:23]=1[CH2:22][O:21][C:17]1[CH:16]=[C:15]([CH:20]=[CH:19][CH:18]=1)[CH2:14][C:9]1[C:8]2[C:12](=[CH:13][C:5]([C:3]([OH:4])=[O:2])=[CH:6][CH:7]=2)[NH:11][CH:10]=1. Procedure details: This compound was prepared from the methyl ester (Example 15, part i) by the method described in Example 10, part iii, m.p. 221°-225° C. Reactants: BrC1=CC(=CC=C1)[N+](=O)[O-] (1-bromo-3-nitro-benzene), C(C)(C)(C)OC(=O)N1CCC(=CC1)B1OC(C(O1)(C)C)(C)C (4-(4,4,5,5-tetramethyl-[1,3,2]dioxaborolan-2-yl)-3,6-dihydro-2H-pyridine-1-carboxylic acid tert-butyl ester). Product: C(C)(C)(C)OC(=O)N1CCC(=CC1)C1=CC(=CC=C1)[N+](=O)[O-] (4-(3-Nitro-phenyl)-3,6-dihydro-2H-pyridine-1-carboxylic acid tert-butyl ester), oil. The yield is 88.0%. RXN SMILES: Br[C:2]1[CH:7]=[CH:6][CH:5]=[C:4]([N+:8]([O-:10])=[O:9])[CH:3]=1.[C:11]([O:15][C:16]([N:18]1[CH2:23][CH:22]=[C:21](B2OC(C)(C)C(C)(C)O2)[CH2:20][CH2:19]1)=[O:17])([CH3:14])([CH3:13])[CH3:12]>>[C:11]([O:15][C:16]([N:18]1[CH2:19][CH:20]=[C:21]([C:2]2[CH:7]=[CH:6][CH:5]=[C:4]([N+:8]([O-:10])=[O:9])[CH:3]=2)[CH2:22][CH2:23]1)=[O:17])([CH3:14])([CH3:12])[CH3:13]. Reported procedure: 4-(3-Nitro-phenyl)-3,6-dihydro-2H-pyridine-1-carboxylic acid tert-butyl ester was prepared from 1-bromo-3-nitro-benzene (3.0 g, 15 mmol) and 4-(4,4,5,5-tetramethyl-[1,3,2]dioxaborolan-2-yl)-3,6-dihydro-2H-pyridine-1-carboxylic acid tert-butyl ester (5.0 g, 16 mmol) in a manner analogous to Example 2c. Product isolated as a yellow oil (3.95 g, 88%). 1H NMR (400 MHz, CDCl3, δ, ppm): 8.23 (s, 1H), 8.11 (d, J=8.1 Hz, 1H), 7.69 (d, J=7.7 Hz, 1H), 7.51 (t, J=7.8 Hz, 1H), 6.20 (br s, 1H), 4.12 (s, 2H),... Starting materials: C(C)OC=1C=C(C=CC1)S (3-ethoxythiophenol), Br.NC=1SC(=CN1)Br (2-amino-5-bromothiazole monohydrobromide), [OH-].[Na+] (NaOH). Solvent: C1CCOC1 (THF). Conditions: time 15 minute. Product: C(C)OC=1C=C(C=CC1)SC1=CN=C(S1)N (5-(3-ethoxy-phenylsulfanyl)-thiazol-2-ylamine). Isolated yield 80.5%. Reaction SMILES: [CH2:1]([O:3][C:4]1[CH:5]=[C:6]([SH:10])[CH:7]=[CH:8][CH:9]=1)[CH3:2].Br.[NH2:12][C:13]1[S:14][C:15](Br)=[CH:16][N:17]=1.[OH-].[Na+]>C1COCC1>[CH2:1]([O:3][C:4]1[CH:5]=[C:6]([S:10][C:15]2[S:14][C:13]([NH2:12])=[N:17][CH:16]=2)[CH:7]=[CH:8][CH:9]=1)[CH3:2] |f:1.2,3.4|. Procedure details: Part A: A mixture of 3-ethoxythiophenol (10.0 g, 0.065 mol), 2-amino-5-bromothiazole monohydrobromide (17.7 g, 0.068 mol), 1 M aqueous NaOH (200 mL), and THF (200 mL) was stirred at RT for 15 min. The reaction mixture was warmed to 55° C. over 1 h, cooled to RT and concentrated under reduced pressure to remove THF. The residue was partitioned between EtOAc (ca. 500 mL) and water (ca 100 mL), and the layers were separated. The organic phase was washed with saturated aqueous NaCl (1×200 mL), dried... The reactants are CC(C)(C)n1ncc(S)c(Cl)c1=O, O=C([O-])[O-], CN(C)C=O, CC(Br)c1ccc(OC(F)(F)C(F)OC(F)(F)F)cc1, [K+], [K+]. Yields the product CC(Sc1cnn(C(C)(C)C)c(=O)c1Cl)c1ccc(OC(F)(F)C(F)OC(F)(F)F)cc1. Reaction SMILES: [C:21]([CH3:22])([CH3:23])([CH3:24])[n:25]1[n:26][cH:27][c:28]([SH:33])[c:29]([Cl:32])[c:30]1=[O:31].[C:34](=[O:35])([O-:36])[O-:37].[CH3:40][N:41]([CH3:42])[CH:43]=[O:44].[F:1][C:2]([CH:3]([O:4][C:5]([F:6])([F:7])[F:8])[F:9])([O:10][c:11]1[cH:12][cH:13][c:14]([CH:15]([CH3:16])[Br:17])[cH:18][cH:19]1)[F:20].[K+:38].[K+:39]>>[F:1][C:2]([CH:3]([O:4][C:5]([F:6])([F:7])[F:8])[F:9])([O:10][c:11]1[cH:12][cH:13][c:14]([CH:15]([CH3:16])[S:33][c:28]2[cH:27][n:26][n:25]([C:21]([CH3:22])([CH3:23])[CH3:24])[c:30](=[O:31])[c:29]2[Cl:32])[cH:18][cH:19]1)[F:20]. Starting materials: hydrochloride salt, FC1=CC(=NC=C1)C(=O)O (4-fluoropicolinic acid), C1(CC1)C=1N=CNC1 (4-cyclopropyl-1H-imidazole), C(C)#N.CO (acetonitrile methanol), CN1CCOCC1 (N-methylmorpholine). Run in Cl (hydrochloric acid), CN(C=O)C (N,N-dimethylformamide). Reaction conditions: temperature 35 celsius, time 20 hour. Yields the product C1(CC1)C=1N=CN(C1)C1=CC(=NC=C1)C(=O)O (4-(4-cyclopropyl-1H-imidazol-1-yl)picolinic acid). The yield is 79.9%. RXN SMILES: F[C:2]1[CH:7]=[CH:6][N:5]=[C:4]([C:8]([OH:10])=[O:9])[CH:3]=1.[CH:11]1([C:14]2[N:15]=[CH:16][NH:17][CH:18]=2)[CH2:13][CH2:12]1.CN1CCOCC1.C(#N)C.CO>CN(C)C=O.Cl>[CH:11]1([C:14]2[N:15]=[CH:16][N:17]([C:2]3[CH:7]=[CH:6][N:5]=[C:4]([C:8]([OH:10])=[O:9])[CH:3]=3)[CH:18]=2)[CH2:13][CH2:12]1 |f:3.4|. Reported procedure: A mixture of 4-fluoropicolinic acid (400 mg, 2.84 mmol) and 4-cyclopropyl-1H-imidazole (322 mg, 2.98 mmol) were dissolved in N,N-dimethylformamide, and N-methylmorpholine (0.36 ml, 3.28 mmol) was added. The reaction was warmed to 35° C., and stirred for 20 hours. The solvent was then removed under reduced pressure to afford a viscous oily residue. This residue was dissolved in 1N hydrochloric acid (5 mL), and the aqueous layer was extracted with ethyl acetate (2×5 mL). The aqueous layer was conc... Reactants: C(C)OC(CCCCC1=CC=C(C=C1)OC)=O (5-(4-methoxyphenyl)-valeric acid ethyl ester), C(C(=O)OCC)(=O)OCC (diethyl oxalate), CC[O-].[Na+] (sodium ethylate). The product is C(C)OC(C(C(CCCC1=CC=C(C=C1)OC)C(=O)OCC)=O)=O (3-ethoxycarbonyl-6-(4-methoxyphenyl)-2-oxocaproic acid ethyl ester). Isolated yield 82.2%. Reaction SMILES: [CH2:1]([O:3][C:4](=[O:17])[CH2:5][CH2:6][CH2:7][CH2:8][C:9]1[CH:14]=[CH:13][C:12]([O:15][CH3:16])=[CH:11][CH:10]=1)[CH3:2].[C:18](OCC)(=[O:24])[C:19]([O:21][CH2:22][CH3:23])=[O:20].CC[O-].[Na+]>>[CH2:22]([O:21][C:19](=[O:20])[C:18](=[O:24])[CH:5]([C:4]([O:3][CH2:1][CH3:2])=[O:17])[CH2:6][CH2:7][CH2:8][C:9]1[CH:10]=[CH:11][C:12]([O:15][CH3:16])=[CH:13][CH:14]=1)[CH3:23] |f:2.3|. Reported procedure: 17.2 g of 3-ethoxycarbonyl-6-(4-methoxyphenyl)-2-oxocaproic acid ethyl ester are prepared from 14.7 g of 5-(4-methoxyphenyl)-valeric acid ethyl ester and 11.8 g of diethyl oxalate, using sodium ethylate as the base, in a manner analogous to that in Example (1b). Starting materials: CCS(=O)(=O)Cl, Cl, Cl, Cl, NC1CCC(CCN2CCN(c3nccc4c3OCC4)CC2)CC1. RXN SMILES: [CH2:28]([CH3:29])[S:30](=[O:31])(=[O:32])[Cl:33].[ClH:1].[ClH:2].[ClH:3].[O:4]1[CH2:5][CH2:6][c:7]2[c:8]1[c:9]([N:13]1[CH2:14][CH2:15][N:16]([CH2:19][CH2:20][CH:21]3[CH2:22][CH2:23][CH:24]([NH2:27])[CH2:25][CH2:26]3)[CH2:17][CH2:18]1)[n:10][cH:11][cH:12]2>>[O:4]1[CH2:5][CH2:6][c:7]2[c:8]1[c:9]([N:13]1[CH2:14][CH2:15][N:16]([CH2:19][CH2:20][CH:21]3[CH2:22][CH2:23][CH:24]([NH:27][S:30]([CH2:28][CH3:29])(=[O:31])=[O:32])[CH2:25][CH2:26]3)[CH2:17][CH2:18]1)[n:10][cH:11][cH:12]2. Yields the product CCS(=O)(=O)NC1CCC(CCN2CCN(c3nccc4c3OCC4)CC2)CC1. Reactants: BrCc1ccccc1, O=C([O-])[O-], CC(O)C(=O)O, CN(C)C=O, CCOC(C)=O, CC(C)OC(C)C, [I-], [K+], [K+], [K+]. The product is CC(O)C(=O)OCc1ccccc1. Reaction SMILES: [Br:7][CH2:8][c:9]1[cH:10][cH:11][cH:12][cH:13][cH:14]1.[C:17](=[O:18])([O-:19])[O-:20].[CH3:1][CH:2]([OH:3])[C:4]([OH:5])=[O:6].[CH3:30][N:31]([CH3:32])[CH:33]=[O:34].[CH3:35][CH2:36][O:37][C:38](=[O:39])[CH3:40].[CH:23]([O:24][CH:25]([CH3:26])[CH3:27])([CH3:28])[CH3:29].[I-:16].[K+:15].[K+:21].[K+:22]>>[CH3:1][CH:2]([OH:3])[C:4]([O:5][CH2:8][c:9]1[cH:10][cH:11][cH:12][cH:13][cH:14]1)=[O:6]. The reactants are 8(a), ClC1=CC=C(C=C1)C(C)(O)C1=CC=CC=C1 (1-(4-chlorophenyl)-1-phenylethanol), ClCCN1CCN(CC1)C(=O)OCC (1-(2-chloroethyl)-4-(ethoxycarbonyl)piperazine). The product is ClC1=CC=C(C=C1)C(C)(OCCN1CCN(CC1)C(=O)OCC)C1=CC=CC=C1 (4-{2-[1-(4-Chlorophenyl)-1-phenylethoxy]ethyl}-1-(ethoxycarbonyl)piperazin). The yield is 89.0%. Reaction SMILES: [Cl:1][C:2]1[CH:7]=[CH:6][C:5]([C:8]([C:11]2[CH:16]=[CH:15][CH:14]=[CH:13][CH:12]=2)([OH:10])[CH3:9])=[CH:4][CH:3]=1.Cl[CH2:18][CH2:19][N:20]1[CH2:25][CH2:24][N:23]([C:26]([O:28][CH2:29][CH3:30])=[O:27])[CH2:22][CH2:21]1>>[Cl:1][C:2]1[CH:3]=[CH:4][C:5]([C:8]([C:11]2[CH:12]=[CH:13][CH:14]=[CH:15][CH:16]=2)([O:10][CH2:18][CH2:19][N:20]2[CH2:25][CH2:24][N:23]([C:26]([O:28][CH2:29][CH3:30])=[O:27])[CH2:22][CH2:21]2)[CH3:9])=[CH:6][CH:7]=1. Procedure details: Following a procedure similar to that described in Preparation 8(a), but using 1-(4-chlorophenyl)-1-phenylethanol and 1-(2-chloroethyl)-4-(ethoxycarbonyl)piperazine, the title compound was obtained in a yield of 89%. Starting materials: O=C([O-])[O-], CN(C)C=O, [Cs+], [Cs+], O=[N+]([O-])c1cc(F)ccc1O, Cc1ccc(S(=O)(=O)OCC(F)(F)F)cc1. Yields the product O=[N+]([O-])c1cc(F)ccc1OCC(F)(F)F. Reaction SMILES: [C:12](=[O:13])([O-:14])[O-:15].[CH3:34][N:35]([CH3:36])[CH:37]=[O:38].[Cs+:16].[Cs+:17].[F:1][c:2]1[cH:3][c:4]([N+:9](=[O:10])[O-:11])[c:5]([OH:8])[cH:6][cH:7]1.[c:18]1([CH3:19])[cH:20][cH:21][c:22]([S:23]([O:24][CH2:28][C:29]([F:30])([F:31])[F:32])(=[O:25])=[O:26])[cH:27][cH:33]1>>[F:1][c:2]1[cH:3][c:4]([N+:9](=[O:10])[O-:11])[c:5]([O:8][CH2:28][C:29]([F:30])([F:31])[F:32])[cH:6][cH:7]1.